This data is from the Open Reaction Database (ORD), a public repository of structured organic reaction records. The task is: describe an organic reaction: reactants, conditions, products, and yield Reactants: CCOCC, CCCC(C#N)(CCC)CCC, O, O=S(=O)(O)O. Yields the product CCCC(CCC)(CCC)C(N)=O. Reaction SMILES: [CH2:19]([O:20][CH2:21][CH3:22])[CH3:23].[CH2:6]([CH2:7][CH3:8])[C:9]([C:10]#[N:11])([CH2:12][CH2:13][CH3:14])[CH2:15][CH2:16][CH3:17].[OH2:18].[S:1](=[O:2])(=[O:3])([OH:4])[OH:5]>>[CH2:6]([CH2:7][CH3:8])[C:9]([C:10]([NH2:11])=[O:18])([CH2:12][CH2:13][CH3:14])[CH2:15][CH2:16][CH3:17]. The reactants are NC(=S)N (Thiourea), BrCC(=O)C(C(=O)NC1[C@@H]2N(C(=CCS2)C(=O)OCC2=CC=C(C=C2)[N+](=O)[O-])C1=O)=NO (4-nitrobenzyl 7-[2-(2-bromoacetyl)-2-hydroxyiminoacetamido]-3-cephem-4-carboxylate). Solvent: C(C)O (ethanol), O1CCCC1 (tetrahydrofuran), O (water). Run at time 4 hour. The product is NC=1SC=C(N1)C(C(=O)NC1[C@@H]2N(C(=CCS2)C(=O)OCC2=CC=C(C=C2)[N+](=O)[O-])C1=O)=NO (4-nitrobenzyl 7-[2-(2-amino-4-thiazolyl)-2-hydroxyiminoacetamido]-3-cephem-4-carboxylate). Isolated yield 94.6%. As a reaction SMILES: [NH2:1][C:2]([NH2:4])=[S:3].Br[CH2:6][C:7]([C:9](=[N:35][OH:36])[C:10]([NH:12][CH:13]1[C:33](=[O:34])[N:15]2[C:16]([C:20]([O:22][CH2:23][C:24]3[CH:29]=[CH:28][C:27]([N+:30]([O-:32])=[O:31])=[CH:26][CH:25]=3)=[O:21])=[CH:17][CH2:18][S:19][C@H:14]12)=[O:11])=O>C(O)C.O1CCCC1.O>[NH2:1][C:2]1[S:3][CH:6]=[C:7]([C:9](=[N:35][OH:36])[C:10]([NH:12][CH:13]2[C:33](=[O:34])[N:15]3[C:16]([C:20]([O:22][CH2:23][C:24]4[CH:29]=[CH:28][C:27]([N+:30]([O-:32])=[O:31])=[CH:26][CH:25]=4)=[O:21])=[CH:17][CH2:18][S:19][C@H:14]23)=[O:11])[N:4]=1. Procedure: Thiourea (0.18 g.) was added to a suspension of 4-nitrobenzyl 7-[2-(2-bromoacetyl)-2-hydroxyiminoacetamido]-3-cephem-4-carboxylate (syn-isomer: 1.05 g.) in ethanol (25 ml.), tetrahydrofuran (25 ml.) and water (5 ml.), and stirred at room temperature for 4 hours. The resultant solution was concentrated under reduced pressure and cooled. The residue was crystallized by treating with a mixture of tetrahydrofuran and ethyl acetate, and collected by filtration to give 4-nitrobenzyl 7-[2-(2-amino-4-th... Reactants: ClC1=C(C=2C(C3=CC=CC=C3C(C2C(=C1)C)=O)=O)C (2-chloro-1,4-dimethylanthraquinone), OCCN1CCNCC1 (1-(2-hydroxyethyl)piperazine). Solvent: O (water). Reaction conditions: temperature 150 celsius. The product is OCCN1C(CNCC1)C1(CC=C(C=2C(C3=CC=CC=C3C(C12)=O)=O)C)C (1-[1-(2-hydroxyethyl)piperazinyl]-1,4-dimethylanthraquinone). RXN SMILES: Cl[C:2]1[CH:15]=[C:14]([CH3:16])[C:13]2[C:12](=[O:17])[C:11]3[C:6](=[CH:7][CH:8]=[CH:9][CH:10]=3)[C:5](=[O:18])[C:4]=2[C:3]=1[CH3:19].[OH:20][CH2:21][CH2:22][N:23]1[CH2:28][CH2:27][NH:26][CH2:25][CH2:24]1>O>[OH:20][CH2:21][CH2:22][N:23]1[CH2:28][CH2:27][NH:26][CH2:25][CH:24]1[C:3]1([CH3:19])[C:4]2[C:5](=[O:18])[C:6]3[C:11](=[CH:10][CH:9]=[CH:8][CH:7]=3)[C:12](=[O:17])[C:13]=2[C:14]([CH3:16])=[CH:15][CH2:2]1. Procedure details: A mixture of 2-chloro-1,4-dimethylanthraquinone (1 g) and 1-(2-hydroxyethyl)piperazine (5 g) is heated at 150° C. for 30 min. After cooling to room temperature, water is added, and the material is filtered. Recrystallization from chloroform yields 1-[1-(2-hydroxyethyl)piperazinyl]-1,4-dimethylanthraquinone.